Dataset: the Open Reaction Database (ORD), a public repository of structured organic reaction records. Task: describe an organic reaction: reactants, conditions, products, and yield Starting materials: BrC=1C=CC(NC1)=O (5-bromopyridin-2(1H)-one), FC(S(=O)(=O)OCC(F)(F)F)(F)F (2,2,2-trifluoroethyl trifluoromethanesulfonate). Yields the product BrC=1C=CC(N(C1)CC(F)(F)F)=O (5-bromo-1-(2,2,2-trifluoroethyl)pyridin-2(1H)-one). As a reaction SMILES: [Br:1][C:2]1[CH:3]=[CH:4][C:5](=[O:8])[NH:6][CH:7]=1.FC(F)(F)S(O[CH2:15][C:16]([F:19])([F:18])[F:17])(=O)=O>>[Br:1][C:2]1[CH:3]=[CH:4][C:5](=[O:8])[N:6]([CH2:15][C:16]([F:19])([F:18])[F:17])[CH:7]=1. Procedure: 5-bromo-1-(2,2,2-trifluoroethyl)pyridin-2(1H)-one was prepared from 5-bromopyridin-2(1H)-one and 2,2,2-trifluoroethyl trifluoromethanesulfonate following a procedure analogous to that described in Example 59 Step 1. Reactants: C1=CC=CC=2CN(CC3=C(C21)C=CC=C3)C#N (5,7-dihydro-6H-dibenz[c,e]-azepine-6-carbonitrile), OCCON=C(C)C (acetone (2-hydroxyethyl) oxime), [C-]#N.[K+] (potassium cyanide). Run in O (water). Reaction conditions: temperature 85 celsius. The product is C1=CC=CC=2CN(CC3=C(C21)C=CC=C3)C(OCCON=C(C)C)=N (2-[(isopropylideneamino)oxy]-ethyl 5,7-dihydro-6H-dibenz[c,e]azepine-6 carboximidate). As a reaction SMILES: [CH:1]1[C:11]2[C:10]3[CH:12]=[CH:13][CH:14]=[CH:15][C:9]=3[CH2:8][N:7]([C:16]#[N:17])[CH2:6][C:5]=2[CH:4]=[CH:3][CH:2]=1.[OH:18][CH2:19][CH2:20][O:21][N:22]=[C:23]([CH3:25])[CH3:24].[C-]#N.[K+]>O>[CH:1]1[C:11]2[C:10]3[CH:12]=[CH:13][CH:14]=[CH:15][C:9]=3[CH2:8][N:7]([C:16](=[NH:17])[O:18][CH2:19][CH2:20][O:21][N:22]=[C:23]([CH3:25])[CH3:24])[CH2:6][C:5]=2[CH:4]=[CH:3][CH:2]=1 |f:2.3|. Reported procedure: A mixture of 11.0 g of 5,7-dihydro-6H-dibenz[c,e]-azepine-6-carbonitrile, 11.7 g of acetone (2-hydroxyethyl) oxime and 0.33 g of potassium cyanide is heated to 85° C. for 3 days. The reaction mixture, cooled to about 40° C., is treated with 100 ml of water and extracted twice with ethyl acetate. The extracts are washed three times with water and once each time with semi-saturated and saturated sodium chloride solution, dried over anhydrous sodium sulfate and evaporated under reduced pressure. Th... The reactants are Rhodamine dye, ( II ), CCN(CC)C=1C=CC2=C(C1)OC3=CC(=[N+](CC)CC)C=CC3=C2C=4C=CC=CC4C(=O)C (Rhodamine B), [OH-].[Na+] (caustic soda), 10, C(C)N(C=1C=C(C=CC1)O)CC (m-diethylaminophenol), C1(C=2C(C(=O)O1)=CC=CC2)=O (phthalic anhydride), C(=O)=O (carbon dioxide). The solvent is O (water). Run at temperature 40 celsius, time 6.5 hour. Yields the product CCN(CC)C1=CC2=C(C=C1)C3(C4=C(O2)C=C(C=C4)N(CC)CC)C5=CC=CC=C5C(=O)O3 (Rhodamine B Base). Isolated yield 90.0%. Reaction SMILES: [CH3:1][CH2:2][N:3]([C:6]1[CH:7]=[CH:8][C:9]2[C:24]([C:25]3[CH:26]=[CH:27][CH:28]=[CH:29][C:30]=3[C:31](C)=[O:32])=[C:23]3[C:13](=[CH:14][C:15]([CH:21]=[CH:22]3)=[N+:16]([CH2:19][CH3:20])[CH2:17][CH3:18])[O:12][C:10]=2[CH:11]=1)[CH2:4][CH3:5].C(N(CC)C1C=C([OH:43])C=CC=1)C.C1(=O)OC(=O)C2=CC=CC=C12.C(=O)=O.[OH-].[Na+]>O>[CH3:5][CH2:4][N:3]([C:6]1[CH:7]=[CH:8][C:9]2[C:24]3([O:32][C:31](=[O:43])[C:30]4[C:25]3=[CH:26][CH:27]=[CH:28][CH:29]=4)[C:23]3[CH:22]=[CH:21][C:15]([N:16]([CH2:19][CH3:20])[CH2:17][CH3:18])=[CH:14][C:13]=3[O:12][C:10]=2[CH:11]=1)[CH2:2][CH3:1] |f:4.5|. Procedure: The Rhodamine dye of formula (II), Rhodamine B free base (Colour Index 45170:1), a well-known pigment, can be prepared by heating a stirred mixture of 10 parts by weight of m-diethylaminophenol and 12 parts by weight of phthalic anhydride to 175° C. under a blanket of carbon dioxide. The reaction mixture is stirred at 170°-175° C. for a period of 6-7 hours, then cooled to 40° C. and discharged into water. The pH of the resulting slurry is adjusted to 12 by adding caustic soda, and the insoluble ... The reactants are Cl.OC(CN1C(SCC1)=N)C=1C=C(NC(C)=O)C=CC1 (3'-[1-Hydroxy-2-(2-imino-3-thiazolidinyl)ethyl]-acetanilide hydrochloride), S(O)(O)(=O)=O (sulfuric acid), [OH-].[NH4+] (ammonium hydroxide). Conditions: time 1 hour. The product is S1C=2N(CC1)CC(N2)C=2C=C(NC(C)=O)C=CC2 (3'-(2,3,5,6-Tetrahydroimidazo[2,1-b]thiazol-6-yl)-acetanilide). As a reaction SMILES: Cl.O[CH:3]([C:11]1[CH:12]=[C:13]([CH:18]=[CH:19][CH:20]=1)[NH:14][C:15](=[O:17])[CH3:16])[CH2:4][N:5]1[CH2:9][CH2:8][S:7][C:6]1=[NH:10].S(=O)(=O)(O)O.[OH-].[NH4+]>>[S:7]1[CH2:8][CH2:9][N:5]2[CH2:4][CH:3]([C:11]3[CH:12]=[C:13]([CH:18]=[CH:19][CH:20]=3)[NH:14][C:15](=[O:17])[CH3:16])[N:10]=[C:6]12 |f:0.1,3.4|. Reported procedure: Addition of 5.00 g. (0.0158 mole) of 3'-[1-hydroxy-2-(2-imino-3-thiazolidinyl)ethyl]acetanilide hydrochloride (Example 6) to 15 ml. of concentrated sulfuric acid is carried out in small increments over 0.5 hour. The orange solution is stirred an additional 1 hour, poured onto ice and made basic with concentrated ammonium hydroxide. The aqueous base is extracted twice with chloroform and the combined organic layers washed with water, brine, dried (sodium sulfate) and evaporated at reduced pressur... Reactants: NC1=C(C=CC2=C1O[C@H](CO2)COS(=O)(=O)C2=CC=C(C=C2)C)[N+](=O)[O-] (Toluene-4-sulfonic acid (2R)-8-amino-7-nitro-2,3-dihydro-benzo(1,4)dioxin-2-yl-methyl ester), [H][H] (hydrogen), C1(=CC=C(C=C1)S(=O)(=O)O)C (p-Toluenesulfonic acid). Reagents/catalysts: [Pd] (palladium on carbon). Solvent: CO (methanol). Product: CC1=CC=C(C=C1)S(=O)(=O)OCC1COC2=CC=C3C(=C2O1)N=C(N3)CC ((2-Ethyl-7,8-dihydro-3H-6,9-dioxa-1,3-diaza-cyclopenta[a]naphthalen-8-yl)methyl 4-methylbenzenesulfonate). RXN SMILES: [NH2:1][C:2]1[C:7]2[O:8][C@@H:9]([CH2:12][O:13][S:14]([C:17]3[CH:22]=[CH:21][C:20]([CH3:23])=[CH:19][CH:18]=3)(=[O:16])=[O:15])[CH2:10][O:11][C:6]=2[CH:5]=[CH:4][C:3]=1[N+:24]([O-])=O.[C:27]1(C)[CH:32]=CC(S(O)(=O)=O)=C[CH:28]=1.[H][H]>CO.[Pd]>[CH3:23][C:20]1[CH:21]=[CH:22][C:17]([S:14]([O:13][CH2:12][CH:9]2[O:8][C:7]3[C:6](=[CH:5][CH:4]=[C:3]4[NH:24][C:28]([CH2:27][CH3:32])=[N:1][C:2]4=3)[O:11][CH2:10]2)(=[O:16])=[O:15])=[CH:18][CH:19]=1. Reported procedure: Toluene-4-sulfonic acid (2R)-8-amino-7-nitro-2,3-dihydro-benzo(1,4)dioxin-2-yl-methyl ester (1.0 g, 2.6 mmole) was dissolved in 100 mL of methanol to which 0.25 g of 10% palladium on carbon had been added. p-Toluenesulfonic acid (1.0 g, 5.2 mmole) was then added and the mixture treated with 60 psi of hydrogen on a Parr apparatus for 15 hours. The mixture was filtered through celite and concentrated in vacuum. Propionic acid (50 mL) was added and the solution refluxed under nitrogen for 4 hours. ... Reactants: CC1=CCCC(=CCC1)C (1,5-dimethyl-1,5-cyclooctadiene), CC1=CCCC=C(CC1)C (1,6-dimethyl-1,5-cyclooctadiene), I (hydrogen iodide). The product is CC12CCCC(CC1)(C2I)C (1,5-dimethyl-8-iodobicyclo[3,2,1]octane). Yield: 80.6%. Reaction SMILES: [CH3:1][C:2]1[CH2:9][CH2:8][CH:7]=[C:6]([CH3:10])[CH2:5][CH2:4][CH:3]=1.CC1CCC(C)=CCCC=1.[IH:21]>>[CH3:10][C:6]12[CH:3]([I:21])[C:2]([CH3:1])([CH2:4][CH2:5]1)[CH2:9][CH2:8][CH2:7]2. Procedure details: A mixture of 13.6 g (0.1 mol) of 1,5-dimethyl-1,5-cyclooctadiene and 1,6-dimethyl-1,5-cyclooctadiene, ratio 80/20, was boiled under reflux while stirring for two hours with 100 ml 55% hydrogen iodide in the presence of 2 g AMBERLYST A15 ion-exchange resin. The reaction product was extracted with pentane after cooling. The pentane layer was washed with water and an aqueous sodium bicarbonate solution. Residual free iodine present in the solution was washed away with a diluted sodium thiosulfate s... Reactants: BrC=1C=C(C#N)C=CC1 (3-bromobenzonitrile), COC1=C(C=C(C=C1)C1=CC=NC=C1)B(O)O (2-Methoxy-5-(pyridin-4-yl)phenylboronic acid), C1(=C(C=CC=C1)P(C1=C(C=CC=C1)C)C1=C(C=CC=C1)C)C (tri-o-tolylphosphine), C([O-])([O-])=O.[Na+].[Na+] (sodium carbonate). The reagents and catalysts are C(C)(=O)[O-].[Pd+2].C(C)(=O)[O-] (palladium (II) acetate). Run in CN(C=O)C (dimethylformamide), O (water), O (water). Conditions: temperature 80 celsius. Product: COC1=C(C=C(C=C1)C1=CC=NC=C1)C1=CC=CC=C1 (4-[4-methoxy-3-(phenyl)phenyl]pyridine). As a reaction SMILES: Br[C:2]1[CH:3]=[C:4]([CH:7]=[CH:8][CH:9]=1)C#N.[CH3:10][O:11][C:12]1[CH:17]=[CH:16][C:15]([C:18]2[CH:23]=[CH:22][N:21]=[CH:20][CH:19]=2)=[CH:14][C:13]=1B(O)O.C1(C)C=CC=CC=1P(C1C=CC=CC=1C)C1C=CC=CC=1C.C(=O)([O-])[O-].[Na+].[Na+]>CN(C)C=O.C([O-])(=O)C.[Pd+2].C([O-])(=O)C.O>[CH3:10][O:11][C:12]1[CH:17]=[CH:16][C:15]([C:18]2[CH:23]=[CH:22][N:21]=[CH:20][CH:19]=2)=[CH:14][C:13]=1[C:2]1[CH:3]=[CH:4][CH:7]=[CH:8][CH:9]=1 |f:3.4.5,7.8.9|. Reported procedure: A stirred mixture of 3-bromobenzonitrile (0.91 g, 5.0 mmol), 2-Methoxy-5-(pyridin-4-yl)phenylboronic acid (0.50 g, 2.3 mmol), tri-o-tolylphosphine (0.152 g, 0.50 mmol), palladium (II) acetate (0.056 g, 0.25 mmol), sodium carbonate (1.59 g, 15 mmol) and water (15 mL) in dimethylformamide (46 mL) is heated at 80° C. for 5 h. The mixture is then treated with water (100 mL) and extracted with ethyl acetate (3×80 mL). The combined extracts are dried (Na2SO4), filtered and the solvent is evaporated of... The reactants are O1CC1CCCCCCCCCC (1,2-epoxydodecane), [Cl-].[Ca+2].[Cl-] (calcium chloride), C(CO)O (ethylene glycol), C(O)([O-])=O.[Na+] (sodium hydrogen carbonate), resultant mixture, O1CC1CCCCCCCCCC (1,2-epoxydodecane), S(O)(O)(=O)=O (sulfuric acid), O1CC1CCCCCCCCCC (1,2-epoxydodecane), O1CC1CCCCCCCCCC (1,2-epoxydodecane), resultant mixture. The solvent is O (water). Reaction conditions: temperature 62.5 celsius, time 15 minute. The product is OCCCCCCCCCCCCOCC(C)O (1,2-propanediol monohydroxydodecyl ether). Yield: 99.5%. As a reaction SMILES: [Cl-].[Ca+2].[Cl-].[O:4]1[CH:6]([CH2:7][CH2:8][CH2:9][CH2:10][CH2:11][CH2:12][CH2:13][CH2:14][CH2:15][CH3:16])[CH2:5]1.S(=O)(=O)(O)O.[C:22](=O)([O-])[OH:23].[Na+].[CH2:27]([OH:30])[CH2:28]O>O>[OH:23][CH2:22][CH2:16][CH2:15][CH2:14][CH2:13][CH2:12][CH2:11][CH2:10][CH2:9][CH2:8][CH2:7][CH2:6][O:4][CH2:5][CH:27]([OH:30])[CH3:28] |f:0.1.2,5.6|. Reported procedure: Separately, a 500 ml mixing vessel equipped with a calcium chloride-containing tube was charged with 276.5 g (1.50 moles) of 1,2-epoxydodecane. While the charged 1,2-epoxydodecane was stirred and cooled with water, a concentrated sulfuric acid was gradually dropped in an amount of 2.7 g (0.027 mole) into the cooled 1,2-epoxydodecane. After stirring for 15 minutes, the resultant mixture was placed into the dropping apparatus attached to the reaction vessel and was dropped into the ethylene glycol... Reactants: alcohol, OC[C@@H](CC1=C(C=C(C=C1)O)O)C1=CC=C(C=C1)O ((S)-4-(3-hydroxy-2-(4-hydroxyphenyl)propyl)benzene-1,3-diol), C1(=CC=CC=C1)P(C1=CC=CC=C1)C1=CC=CC=C1 (triphenyl phosphine), [OH-].[Li+] (lithium hydroxide). The solvent is C1CCOC1 (THF), C1CCOC1 (THF). Yields the product C1=CC(=CC=C1[C@@H]2CC=3C=CC(=CC3OC2)O)O ((S)-equol). Reaction SMILES: O[CH2:2][C@H:3]([C:13]1[CH:18]=[CH:17][C:16]([OH:19])=[CH:15][CH:14]=1)[CH2:4][C:5]1[CH:10]=[CH:9][C:8]([OH:11])=[CH:7][C:6]=1[OH:12].C1(P(C2C=CC=CC=2)C2C=CC=CC=2)C=CC=CC=1.[OH-].[Li+]>C1COCC1>[CH:18]1[C:13]([C@H:3]2[CH2:2][O:12][C:6]3[CH:7]=[C:8]([OH:11])[CH:9]=[CH:10][C:5]=3[CH2:4]2)=[CH:14][CH:15]=[C:16]([OH:19])[CH:17]=1 |f:2.3|. Procedure details: To a mixture of alcohol of formula (9) (50 g) and triphenyl phosphine (151 g) in THF (2.5 L) diisopropyl azodicarboxylate (116.5 g) in THF (500 mL) was added at 15-20° C. and maintained at that temperature for 1-2 hours. About 5% lithium hydroxide solution (1000 mL) was added into the reaction mass and extracted with MTBE (3×750 mL) to remove the organic impurities. The pH of the aqueous layer was adjusted to 1-4 by dilute hydrochloric acid (250 mL). The reaction mass was maintained at RT for 5-...